From a dataset of the Open Reaction Database (ORD), a public repository of structured organic reaction records. describe an organic reaction: reactants, conditions, products, and yield The reactants are C[S-], CN(C)C=O, N#Cc1c(Cl)cncc1Cl, [Na+]. Product: CSc1cncc(Cl)c1C#N. As a reaction SMILES: [CH3:11][S-:12].[CH3:14][N:15]([CH3:16])[CH:17]=[O:18].[Cl:1][c:2]1[c:3]([C:4]#[N:5])[c:6]([Cl:10])[cH:7][n:8][cH:9]1.[Na+:13]>>[Cl:1][c:2]1[c:3]([C:4]#[N:5])[c:6]([S:12][CH3:11])[cH:7][n:8][cH:9]1. Starting materials: ClC1=CC(=CC=C1)C(=O)OO (m-chloroperbenzoic acid), C1OC=2C=C(CNC3=NC=NC4=CC=C(C=C34)SC)C=CC2O1 (4-(3,4-methylenedioxybenzyl)amino-6-methylthioquinazoline). Run in C(Cl)(Cl)Cl (chloroform), C(Cl)(Cl)Cl (chloroform). Product: C1OC=2C=C(CNC3=NC=NC4=CC=C(C=C34)S(=O)C)C=CC2O1 (4-(3,4-Methylenedioxybenzyl)amino-6-methylsulfinylquinazoline). The yield is 80.0%. RXN SMILES: ClC1C=CC=C(C(OO)=[O:9])C=1.[CH2:12]1[O:34][C:33]2[CH:32]=[CH:31][C:16]([CH2:17][NH:18][C:19]3[C:28]4[C:23](=[CH:24][CH:25]=[C:26]([S:29][CH3:30])[CH:27]=4)[N:22]=[CH:21][N:20]=3)=[CH:15][C:14]=2[O:13]1>C(Cl)(Cl)Cl>[CH2:12]1[O:34][C:33]2[CH:32]=[CH:31][C:16]([CH2:17][NH:18][C:19]3[C:28]4[C:23](=[CH:24][CH:25]=[C:26]([S:29]([CH3:30])=[O:9])[CH:27]=4)[N:22]=[CH:21][N:20]=3)=[CH:15][C:14]=2[O:13]1. Reported procedure: A solution of 1.20 g (6.95 mmol) of m-chloroperbenzoic acid in 30 ml of chloroform was dropped into a solution of 1.80 g (5.53 mmol) of 4-(3,4-methylenedioxybenzyl)amino-6-methylthioquinazoline in 100 ml of chloroform under cooling with ice and stirring. The obtained mixture was stirred under cooling with ice for several hours, washed with a saturated aqueous solution of sodium hydrogencarbonate, dried over anhydrous magnesium sulfate and filtered. The filtrate was purified by silica gel column ... The reactants are CC=1SC(NN1)=S (2-methyl-5-thioxo-1,3,4-thiadiazoline), C([O-])(O)=O.[Na+] (sodium bicarbonate), Cl (hydrochloric acid), C(C)(=O)OCC1=C(N2C(C(C2SC1)NC(CN1C(=NC=C1)S(=O)C)=O)=O)C(=O)O (3-Acetoxymethyl-2-carboxy-7-[(2-methylsulphinylimidazol-1-yl)-acetamido]-8-oxo-5-thia-1-aza-bicyclo[4,2,0]-oct-2-ene), C([O-])(O)=O.[Na+] (sodium bicarbonate). The solvent is O (water), O (water). Reaction conditions: temperature 60 celsius. Product: C(=O)(O)C=1N2C(C(C2SCC1CSC=1SC(=NN1)C)NC(CN1C(=NC=C1)S(=O)C)=O)=O (2-carboxy-3-[(5-methyl-1,3,4-thiadiazol-2-yl)-thiomethyl]-7-[(2-methylsulphinyl-imidazol-1-yl)-acetamido]-8-oxo-5-thia-1-aza-bicyclo[4,2,0]oct-2-ene). The yield is 27.3%. RXN SMILES: C(O[CH2:5][C:6]1[CH2:13][S:12][CH:11]2[N:8]([C:9](=[O:26])[CH:10]2[NH:14][C:15](=[O:25])[CH2:16][N:17]2[CH:21]=[CH:20][N:19]=[C:18]2[S:22]([CH3:24])=[O:23])[C:7]=1[C:27]([OH:29])=[O:28])(=O)C.C(=O)(O)[O-].[Na+].[CH3:35][C:36]1[S:37][C:38](=[S:41])[NH:39][N:40]=1.Cl>O>[C:27]([C:7]1[N:8]2[CH:11]([S:12][CH2:13][C:6]=1[CH2:5][S:41][C:38]1[S:37][C:36]([CH3:35])=[N:40][N:39]=1)[CH:10]([NH:14][C:15](=[O:25])[CH2:16][N:17]1[CH:21]=[CH:20][N:19]=[C:18]1[S:22]([CH3:24])=[O:23])[C:9]2=[O:26])([OH:29])=[O:28] |f:1.2|. Reported procedure: 3-Acetoxymethyl-2-carboxy-7-[(2-methylsulphinylimidazol-1-yl)-acetamido]-8-oxo-5-thia-1-aza-bicyclo[4,2,0]-oct-2-ene (8.5 g.) and sodium bicarbonate (1.62 g.) are dissolved in water (75 cc.). A solution of 2-methyl-5-thioxo-1,3,4-thiadiazoline (2.54 g.) and sodium bicarbonate (1.62 g.) in water (75 cc.) is added and the mixture is heated at 60° C. for 6 hours. After cooling, the pH is adjusted to 6 by adding hydrochloric acid (4 N) and the mixture is washed twice with ethyl acetate (a total of 2... The reactants are CCOC(=O)C(=NOC)c1ccc(OCCOc2ccc3ccccc3c2)s1, CO, [Na+], C1CCOC1, [OH-]. RXN SMILES: [CH2:1]([CH3:2])[O:3][C:4]([C:5]([c:6]1[s:7][c:8]([O:11][CH2:12][CH2:13][O:14][c:15]2[cH:16][c:17]3[cH:18][cH:19][cH:20][cH:21][c:22]3[cH:23][cH:24]2)[cH:9][cH:10]1)=[N:25][O:26][CH3:27])=[O:28].[CH3:31][OH:32].[Na+:30].[O:33]1[CH2:34][CH2:35][CH2:36][CH2:37]1.[OH-:29]>>[O:3]=[C:4]([C:5]([c:6]1[s:7][c:8]([O:11][CH2:12][CH2:13][O:14][c:15]2[cH:16][c:17]3[cH:18][cH:19][cH:20][cH:21][c:22]3[cH:23][cH:24]2)[cH:9][cH:10]1)=[N:25][O:26][CH3:27])[OH:28]. Yields the product CON=C(C(=O)O)c1ccc(OCCOc2ccc3ccccc3c2)s1. The reactants are CC(=O)O[BH-](OC(C)=O)OC(C)=O, CCO, CCOC(C)=O, CC(C)(C)OC(=O)c1cccc(N)c1, [Na+], [Na+], O=C([O-])O, CN(CCN1CCC(OC(=O)Nc2ccccc2-c2ccccc2)CC1)C(=O)CCCCC=O. Product: CN(CCN1CCC(OC(=O)Nc2ccccc2-c2ccccc2)CC1)C(=O)CCCCCNc1cccc(C(=O)OC(C)(C)C)c1. Reaction SMILES: [C:49]([O:50][BH-:51]([O:52][C:53](=[O:54])[CH3:55])[O:56][C:57](=[O:58])[CH3:59])(=[O:60])[CH3:61].[CH3:68][CH2:69][OH:70].[CH3:71][CH2:72][O:73][C:74](=[O:75])[CH3:76].[NH2:35][c:36]1[cH:37][c:38]([C:39](=[O:40])[O:41][C:42]([CH3:43])([CH3:44])[CH3:45])[cH:46][cH:47][cH:48]1.[Na+:62].[Na+:63].[OH:64][C:65](=[O:66])[O-:67].[c:1]1(-[c:29]2[cH:30][cH:31][cH:32][cH:33][cH:34]2)[c:2]([NH:7][C:8]([O:9][CH:10]2[CH2:11][CH2:12][N:13]([CH2:16][CH2:17][N:18]([C:19]([CH2:20][CH2:21][CH2:22][CH2:23][CH:24]=[O:25])=[O:26])[CH3:27])[CH2:14][CH2:15]2)=[O:28])[cH:3][cH:4][cH:5][cH:6]1>>[c:1]1(-[c:29]2[cH:30][cH:31][cH:32][cH:33][cH:34]2)[c:2]([NH:7][C:8]([O:9][CH:10]2[CH2:11][CH2:12][N:13]([CH2:16][CH2:17][N:18]([C:19]([CH2:20][CH2:21][CH2:22][CH2:23][CH2:24][NH:35][c:36]3[cH:37][c:38]([C:39](=[O:40])[O:41][C:42]([CH3:43])([CH3:44])[CH3:45])[cH:46][cH:47][cH:48]3)=[O:26])[CH3:27])[CH2:14][CH2:15]2)=[O:28])[cH:3][cH:4][cH:5][cH:6]1.